Dataset: the Open Reaction Database (ORD), a public repository of structured organic reaction records. Task: describe an organic reaction: reactants, conditions, products, and yield The reactants are BrCC=1C(=NN(C1Cl)CC)Cl (4-bromomethyl-3,5-dichloro-1-ethyl-1H-pyrazole), [SH-].[Na+] (sodium hydrosulfide), CC1(CC(=NO1)S(=O)(=O)CC)C (5,5-dimethyl-3-ethylsulfonyl-2-isoxazoline), C([O-])([O-])=O.[K+].[K+] (potassium carbonate), C(O)S(=O)[O-].[Na+] (Rongalit). Run in O (water), CN(C=O)C (N,N-dimethylformamide). Run at time 1 hour. Product: ClC1=NN(C(=C1CSC1=NOC(C1)(C)C)Cl)CC (3-(3,5-dichloro-1-ethyl-1H-pyrazol-4-ylmethylthio)-5,5-dimethyl-2-isoxazoline). Yield: 74.2%. RXN SMILES: [SH-].[Na+].[CH3:3][C:4]1([CH3:14])[O:8][N:7]=[C:6]([S:9]([CH2:12][CH3:13])(=O)=O)[CH2:5]1.C(=O)([O-])[O-].[K+].[K+].C(S([O-])=O)O.[Na+].BrCC1[C:30]([Cl:37])=[N:31][N:32]([CH2:35][CH3:36])[C:33]=1[Cl:34]>CN(C)C=O.O>[Cl:37][C:30]1[C:13]([CH2:12][S:9][C:6]2[CH2:5][C:4]([CH3:14])([CH3:3])[O:8][N:7]=2)=[C:33]([Cl:34])[N:32]([CH2:35][CH3:36])[N:31]=1 |f:0.1,3.4.5,6.7|. Reported procedure: 0.6 g of sodium hydrosulfide (purity: 70%, 10.7 mmoles) was added to a solution of 0.7 g (3.7 mmoles) of 5,5-dimethyl-3-ethylsulfonyl-2-isoxazoline dissolved in 30 ml of N,N-dimethylformamide. The mixture was stirred for 1 hour. Thereto were added 0.51 g (3.7 mmoles) of anhydrous potassium carbonate and 0.56 g (3.6 mmoles) of Rongalit. The resulting mixture was stirred for 2 hours. Thereto was added, with ice-cooling, 0.9 g (3.5 mmoles) of 4-bromomethyl-3,5-dichloro-1-ethyl-1H-pyrazole. The resu... Starting materials: CCOC(CC(C)(C(=O)C1CCCCC1)c1ccccc1)OCC, CC(C)=O, Cl. Yields the product CC(CC=O)(C(=O)C1CCCCC1)c1ccccc1. Reaction SMILES: [CH2:1]([O:3][CH:4]([O:2][CH2:22][CH3:23])[CH2:5][C:6]([CH3:7])([C:8](=[O:9])[CH:10]1[CH2:11][CH2:12][CH2:13][CH2:14][CH2:15]1)[c:16]1[cH:17][cH:18][cH:19][cH:20][cH:21]1)[CH3:24].[CH3:26][C:27](=[O:28])[CH3:29].[ClH:25]>>[O:3]=[CH:4][CH2:5][C:6]([CH3:7])([C:8](=[O:9])[CH:10]1[CH2:11][CH2:12][CH2:13][CH2:14][CH2:15]1)[c:16]1[cH:17][cH:18][cH:19][cH:20][cH:21]1. Starting materials: COc1ccc2cc(Br)ccc2c1, CN(C)CC1CC(OCc2ccccc2)CCC1=O, C1CCOC1, [Cl-], [Mg], [NH4+]. The product is COc1ccc2cc(C3(O)CCC(OCc4ccccc4)CC3CN(C)C)ccc2c1. RXN SMILES: [Br:2][c:3]1[cH:4][c:5]2[cH:6][cH:7][c:8]([O:13][CH3:14])[cH:9][c:10]2[cH:11][cH:12]1.[CH2:15]([c:16]1[cH:17][cH:18][cH:19][cH:20][cH:21]1)[O:22][CH:23]1[CH2:24][CH:25]([CH2:30][N:31]([CH3:32])[CH3:33])[C:26](=[O:29])[CH2:27][CH2:28]1.[CH2:36]1[O:37][CH2:38][CH2:39][CH2:40]1.[Cl-:34].[Mg:1].[NH4+:35]>>[c:3]1([C:26]2([OH:29])[CH:25]([CH2:30][N:31]([CH3:32])[CH3:33])[CH2:24][CH:23]([O:22][CH2:15][c:16]3[cH:17][cH:18][cH:19][cH:20][cH:21]3)[CH2:28][CH2:27]2)[cH:4][c:5]2[cH:6][cH:7][c:8]([O:13][CH3:14])[cH:9][c:10]2[cH:11][cH:12]1. The reactants are COC=1C=C(C=CC1)CN1C(C2=C3C(C=CC=C13)=CC=C2)=S (1-[(3-methoxyphenyl)methyl]benz[cd]indole-2(1H)-thione), N1(C=NC=C1)CCCN (1H-imidazole-1-propanamine), mercuric acetate. The solvent is C(C)O (ethyl alcohol). Yields the product COC=1C=C(C=CC1)CN1C(C2=C3C(C=CC=C13)=CC=C2)=NCCCN2C=NC=C2 (N-[1-[(3Methoxyphenyl)methyl]benz[cd]indol-2(1H)-ylidene]-1H-imidazole-1-propanamine). The yield is 80.1%. Reaction SMILES: [CH3:1][O:2][C:3]1[CH:4]=[C:5]([CH2:9][N:10]2[C:18]3[C:13]4[C:14](=[CH:19][CH:20]=[CH:21][C:12]=4[C:11]2=S)[CH:15]=[CH:16][CH:17]=3)[CH:6]=[CH:7][CH:8]=1.[N:23]1([CH2:28][CH2:29][CH2:30][NH2:31])[CH:27]=[CH:26][N:25]=[CH:24]1>C(O)C>[CH3:1][O:2][C:3]1[CH:4]=[C:5]([CH2:9][N:10]2[C:18]3[C:13]4[C:14](=[CH:19][CH:20]=[CH:21][C:12]=4[C:11]2=[N:31][CH2:30][CH2:29][CH2:28][N:23]2[CH:27]=[CH:26][N:25]=[CH:24]2)[CH:15]=[CH:16][CH:17]=3)[CH:6]=[CH:7][CH:8]=1. Procedure: A mixture of 2.5 g of 1-[(3-methoxyphenyl)methyl]benz[cd]indole-2(1H)-thione (Ck), 1.1 g of 1H-imidazole-1-propanamine, 200 ml ethyl alcohol, and 2.6 g of mercuric acetate is reacted as described in Example 3, giving 2.6 g of the desired product, mp. 95°-96° C. Starting materials: C(C)NC1=C2C(=NC=C1C=O)N(C=C2C)COC (4-ethylamino-1-methoxymethyl-3-methyl-1H-pyrrolo[2,3-b]pyridine-5-carbaldehyde), ClC1=C(C(=O)NCC)C=C(C=C1CC#N)OC (2-chloro-3-cyanomethyl-N-ethyl-5-methoxy-benzamide), [O-]CC.[Na+] (sodium ethoxide). The solvent is CCO (EtOH). Conditions: temperature 120 celsius, time 30 minute. Product: ClC1=C(C(=O)NCC)C=C(C=C1C1=CC2=CN=C3C(=C2N(C1=O)CC)C(=CN3)C)OC (2-Chloro-N-ethyl-3-(9-ethyl-1-methyl-8-oxo-8,9-dihydro-3H-3,4,9-triaza-cyclopenta[a]naphthalen-7-yl)-5-methoxy-benzamide). Reaction SMILES: [CH2:1]([NH:3][C:4]1[C:9]([CH:10]=O)=[CH:8][N:7]=[C:6]2[N:12](COC)[CH:13]=[C:14]([CH3:15])[C:5]=12)[CH3:2].[Cl:19][C:20]1[C:30]([CH2:31][C:32]#N)=[CH:29][C:28]([O:34][CH3:35])=[CH:27][C:21]=1[C:22]([NH:24][CH2:25][CH3:26])=[O:23].[O-:36]CC.[Na+]>CCO>[Cl:19][C:20]1[C:30]([C:31]2[C:32](=[O:36])[N:3]([CH2:1][CH3:2])[C:4]3[C:9](=[CH:8][N:7]=[C:6]4[NH:12][CH:13]=[C:14]([CH3:15])[C:5]4=3)[CH:10]=2)=[CH:29][C:28]([O:34][CH3:35])=[CH:27][C:21]=1[C:22]([NH:24][CH2:25][CH3:26])=[O:23] |f:2.3|. Procedure: A mixture of 4-ethylamino-1-methoxymethyl-3-methyl-1H-pyrrolo[2,3-b]pyridine-5-carbaldehyde (10.9 mg, 0.044 mmole), 2-chloro-3-cyanomethyl-N-ethyl-5-methoxy-benzamide, anhydrous EtOH (0.2 ml) and sodium ethoxide (21% in EtOH, 0.4 mL) is heated at 120° C. on a oil bath for 4 h. The reaction solution is cooled to room temperature and quenched with sat. K2CO3. The mixture is extracted with chloroform/methanol (20:1) twice (2×15 mL). The extracts is washed with brine and dried over MgSO4. After remo... Reactants: NC(=C(C(=O)NC=1N(C(=NC1)C)C1=CC=CC=C1)C#N)C(Cl)(Cl)Cl (3-amino-4,4,4-trichloro-2-cyano-N-(2-methyl-3-phenyl-imidazol-4-yl)but-2-enamide), O.NN (hydrazine hydrate). Solvent: CN1CCCC1=O (NMP). Run at temperature 85 celsius. Yields the product NC1=NNC(=C1C(=O)NC1=CN=C(N1C1=CC=CC=C1)C)N (3,5-diamino-N-(2-methyl-1-phenyl-1H-imidazol-5-yl)-1H-pyrazole-4-carboxamide). Reaction SMILES: [NH2:1][C:2](C(Cl)(Cl)Cl)=[C:3]([C:19]#[N:20])[C:4]([NH:6][C:7]1[N:8]([C:13]2[CH:18]=[CH:17][CH:16]=[CH:15][CH:14]=2)[C:9]([CH3:12])=[N:10][CH:11]=1)=O.[OH2:25].[NH2:26][NH2:27]>CN1C(=O)CCC1>[NH2:20][C:19]1[C:3]([C:4]([NH:6][C:7]2[N:8]([C:13]3[CH:18]=[CH:17][CH:16]=[CH:15][CH:14]=3)[C:9]([CH3:12])=[N:10][CH:11]=2)=[O:25])=[C:2]([NH2:1])[NH:27][N:26]=1 |f:1.2|. Reported procedure: To a solution of 3-amino-4,4,4-trichloro-2-cyano-N-(2-methyl-3-phenyl-imidazol-4-yl)but-2-enamide (150 mg, 0.39 mmol) in NMP (1.5 mL) was added hydrazine hydrate (0.032 mL, 1.02 mmol) and the mixture heated to 85° C. for 3 h. The reaction was allowed to cool to RT and concentrated in vacuo to give 3,5-diamino-N-(2-methyl-1-phenyl-1H-imidazol-5-yl)-1H-pyrazole-4-carboxamide as an orange oil. (116 mg, 100%). MS (ES+) 298.2. Starting materials: CC(=O)O[BH-](OC(C)=O)OC(C)=O, ClCCl, COCCOc1ccc(C=O)cc1, OC1(C(c2ccc(OC(F)(F)F)cc2)c2ccc(OC(F)(F)F)cc2)CCNCC1, [Na+], O. The product is COCCOc1ccc(CN2CCC(O)(C(c3ccc(OC(F)(F)F)cc3)c3ccc(OC(F)(F)F)cc3)CC2)cc1. As a reaction SMILES: [C:44]([O:45][BH-:46]([O:47][C:48](=[O:49])[CH3:50])[O:51][C:52](=[O:53])[CH3:54])(=[O:55])[CH3:56].[CH2:58]([Cl:59])[Cl:60].[CH3:31][O:32][CH2:33][CH2:34][O:35][c:36]1[cH:37][cH:38][c:39]([CH:40]=[O:41])[cH:42][cH:43]1.[F:1][C:2]([O:3][c:4]1[cH:5][cH:6][c:7]([CH:10]([C:11]2([OH:17])[CH2:12][CH2:13][NH:14][CH2:15][CH2:16]2)[c:18]2[cH:19][cH:20][c:21]([O:24][C:25]([F:26])([F:27])[F:28])[cH:22][cH:23]2)[cH:8][cH:9]1)([F:29])[F:30].[Na+:57].[OH2:61]>>[F:1][C:2]([O:3][c:4]1[cH:5][cH:6][c:7]([CH:10]([C:11]2([OH:17])[CH2:12][CH2:13][N:14]([CH2:40][c:39]3[cH:38][cH:37][c:36]([O:35][CH2:34][CH2:33][O:32][CH3:31])[cH:43][cH:42]3)[CH2:15][CH2:16]2)[c:18]2[cH:19][cH:20][c:21]([O:24][C:25]([F:26])([F:27])[F:28])[cH:22][cH:23]2)[cH:8][cH:9]1)([F:29])[F:30]. The reactants are CCOC(=O)CC(C)C=CCC(C)COC(C)(C)C, CCOC(C)=O, [H][H]. Product: CCOC(=O)CC(C)CCCC(C)COC(C)(C)C. RXN SMILES: [C:1]([CH3:2])([CH3:3])([CH3:4])[O:5][CH2:6][CH:7]([CH2:8][CH:9]=[CH:10][CH:11]([CH2:12][C:13](=[O:14])[O:15][CH2:16][CH3:17])[CH3:18])[CH3:19].[CH3:22][CH2:23][O:24][C:25](=[O:26])[CH3:27].[H:20][H:21]>>[C:1]([CH3:2])([CH3:3])([CH3:4])[O:5][CH2:6][CH:7]([CH2:8][CH2:9][CH2:10][CH:11]([CH2:12][C:13](=[O:14])[O:15][CH2:16][CH3:17])[CH3:18])[CH3:19]. Solvent: C1(=CC=CC=C1)C (toluene). Procedure: To a suspension of sodium diphenylphosphide prepared, under nitrogen in dry toluene (100 ml), from sodium (4.6, 0.2 g atom) and diphenylphosphinous chloride (22.0 g, 0.1 mol), vinyl triethoxysilane (19.0 g, 0.1 mol) is added during 45 minutes. A slight temperature rise occurs. The temperature is held at 30° C by adjusting the feed rate of the vinyl silane. After 3 hours, 5 ml anhydrous ethanol is added. The yellow color of the anion is instantly discharged. The solution is filtered to remove ino... The product is C1(=CC=CC=C1)P(=O)(CC[Si](OCC)(OCC)OCC)C1=CC=CC=C1 (2-(diphenylphosphinyl) ethyl triethoxysilane), C1(=CC=CC=C1)PC1=CC=CC=C1 (diphenylphosphine). Reactants: [Na] (sodium), C1(=CC=CC=C1)P(C1=CC=CC=C1)Cl (diphenylphosphinous chloride), C(=C)[Si](OCC)(OCC)OCC (vinyl triethoxysilane), C(C)O (ethanol), sodium diphenylphosphide, C(=C)[SiH3] (vinyl silane). Yield: 16.3%. Reaction SMILES: [Na].[C:2]1([P:8](Cl)[C:9]2[CH:14]=[CH:13][CH:12]=[CH:11][CH:10]=2)[CH:7]=[CH:6][CH:5]=[CH:4][CH:3]=1.[CH:16]([Si:18]([O:25][CH2:26][CH3:27])([O:22][CH2:23][CH3:24])[O:19][CH2:20][CH3:21])=[CH2:17].C([SiH3])=C.C([OH:33])C>C1(C)C=CC=CC=1>[C:2]1([P:8]([C:9]2[CH:14]=[CH:13][CH:12]=[CH:11][CH:10]=2)([CH2:17][CH2:16][Si:18]([O:19][CH2:20][CH3:21])([O:25][CH2:26][CH3:27])[O:22][CH2:23][CH3:24])=[O:33])[CH:7]=[CH:6][CH:5]=[CH:4][CH:3]=1.[C:9]1([PH:8][C:2]2[CH:3]=[CH:4][CH:5]=[CH:6][CH:7]=2)[CH:10]=[CH:11][CH:12]=[CH:13][CH:14]=1 |^1:0|. Conditions: time 3 hour. The reactants are BrC1=CC2=C(C3=C(O2)CCCC3=NO)C=C1 (7-bromo-3,4-dihydrodibenzo[b,d]furan-1(2H)-one oxime), polyphosphoric acid, [OH-].[Na+] (NaOH). Run in O (water). Run at temperature 110 celsius. Product: BrC1=CC2=C(C=C1)C=1C(NCCCC1O2)=O (8-bromo-2,3,4,5-tetrahydro-1H-benzofuro[3,2-c]azepin-1-one). Yield: 82.0%. RXN SMILES: [Br:1][C:2]1[CH:16]=[CH:15][C:5]2[C:6]3[C:12](=[N:13]O)[CH2:11][CH2:10][CH2:9][C:7]=3[O:8][C:4]=2[CH:3]=1.[OH-:17].[Na+]>O>[Br:1][C:2]1[CH:16]=[CH:15][C:5]2[C:6]3[C:12](=[O:17])[NH:13][CH2:11][CH2:10][CH2:9][C:7]=3[O:8][C:4]=2[CH:3]=1 |f:1.2|. Procedure details: A mixture of the product of step B (1.05 g, 3.74 mmol) and polyphosphoric acid (15 g) was heated to 110° C. for 5 h. After cooling to ambient temperature, the reaction mixture was diluted with water, basified with 10 N NaOH and filtered. The solid obtained was washed with water and dried in vacuo at 70° C. to give 8-bromo-2,3,4,5-tetrahydro-1H-benzofuro[3,2-c]azepin-1-one (858 mg, 82%) as a white solid: 1H NMR (DMSO-d6, 300 MHz) δ 8.06-7.95 (m, 2H), 7.86 (d, J=1.8 Hz, 1H), 7.45 (dd, J=8.4, 1.8 H...